This data is from the Open Reaction Database (ORD), a public repository of structured organic reaction records. The task is: describe an organic reaction: reactants, conditions, products, and yield The reactants are COC(=O)C1(C)CC(C)(C)CN1C(=O)OC(C)(C)C, ClCCl, O=C(O)C(F)(F)F. Product: COC(=O)C1(C)CC(C)(C)CN1. RXN SMILES: [CH3:1][C:2]1([C:16](=[O:17])[O:18][CH3:19])[N:3]([C:9]([O:10][C:11]([CH3:12])([CH3:13])[CH3:14])=[O:15])[CH2:4][C:5]([CH3:7])([CH3:8])[CH2:6]1.[Cl:27][CH2:28][Cl:29].[F:20][C:21]([F:22])([F:23])[C:24]([OH:25])=[O:26]>>[CH3:1][C:2]1([C:16](=[O:17])[O:18][CH3:19])[NH:3][CH2:4][C:5]([CH3:7])([CH3:8])[CH2:6]1.